This data is from the Open Reaction Database (ORD), a public repository of structured organic reaction records. The task is: describe an organic reaction: reactants, conditions, products, and yield The reactants are NC1[C@@H]2N(C(=C(CS2)C=O)C(=O)O)C1=O (7-amino-3-formyl-3-cephem-4-carboxylic acid), C(C)OP(OCC)(=O)CC(=O)OCC (diethylethoxycarbonylmethyl-phosphonate), potassium tert.butylate, N,O-bistrimethylsilyl-7-amino-3-formyl-3-cephem-4-carboxylic acid. Run in C1CCOC1 (THF), C1CCOC1 (THF). Reaction conditions: time 10 minute. Product: C(=C)C1S[C@H]2N(C(=C1)C(=O)O)C(C2)=O (ethenyl-3-cephem-4-carboxylic acid). As a reaction SMILES: N[CH:2]1[C:14](=[O:15])[N:4]2[C:5]([C:11]([OH:13])=[O:12])=[C:6](C=O)[CH2:7][S:8][C@H:3]12.[CH2:16](OP(CC(OCC)=O)(=O)OCC)[CH3:17]>C1COCC1>[CH:16]([CH:7]1[CH:6]=[C:5]([C:11]([OH:13])=[O:12])[N:4]2[C:14](=[O:15])[CH2:2][C@H:3]2[S:8]1)=[CH2:17]. Procedure: A suspension of 200 mg of 7-amino-3-formyl-3-cephem-4-carboxylic acid in 2 ml of THF is treated at room temperature with 1.08 ml of BSA. The reaction mixture is stirred at room temperature for 10 minutes. A clear solution is obtained containing N,O-bistrimethylsilyl-7-amino-3-formyl-3-cephem-4-carboxylic acid. The solution is cooled to 0° and treated dropwise with a mixture of 197 mg of diethylethoxycarbonylmethyl-phosphonate and 98 mg of potassium tert.butylate in 2 ml of THF. After 18 hours st... Starting materials: NC1=C(C=CC=2CCN(CCC21)C(C(F)(F)F)=O)Cl (6-amino-7-chloro-3-(2,2,2-trifluoroacetyl)-2,3,4,5-tetrahydro-1H-benzo[d]azepine), BrCC=1C=CC=C2C=CC=NC12 (8-bromomethyl-quinoline), C([O-])([O-])=O.[Cs+].[Cs+] (cesium carbonate). The solvent is C(C)#N (acetonitrile). Reaction conditions: temperature 50 celsius. Product: FC(C(=O)N1CCC2=C(CC1)C=CC=C2)(F)F (3-(2,2,2-trifluoroacetyl)-2,3,4,5-tetrahydro-1H-benzo[d]azepine). Reaction SMILES: N[C:2]1[C:12]2[CH2:11][CH2:10][N:9]([C:13](=[O:18])[C:14]([F:17])([F:16])[F:15])[CH2:8][CH2:7][C:6]=2[CH:5]=[CH:4][C:3]=1Cl.BrCC1C=CC=C2C=1N=CC=C2.C(=O)([O-])[O-].[Cs+].[Cs+]>C(#N)C>[F:17][C:14]([F:15])([F:16])[C:13]([N:9]1[CH2:8][CH2:7][C:6]2[CH:5]=[CH:4][CH:3]=[CH:2][C:12]=2[CH2:11][CH2:10]1)=[O:18] |f:2.3.4|. Procedure: Using a method similar to the General Procedure 5-4, combine 6-amino-7-chloro-3-(2,2,2-trifluoroacetyl)-2,3,4,5-tetrahydro-1H-benzo[d]azepine (0.1 g, 0.35 mmol), 8-bromomethyl-quinoline (83.6 mg, 0.038 mmol), cesium carbonate (0.2 g, 0.68 mmol) and anhydrous acetonitrile (1 mL) in a sealed tube and heat at 50° C. for 12 h to obtain 7-chloro-6-[(quinolin-8-yl-methyl)-amino)-amino]-3-(2,2,2-trifluoroacetyl)-2,3,4,5-tetrahydro-1H-benzo[d]azepine as a colorless oil. The product is COCCC(=O)Nc1c[nH]c2ncc(Br)c(N3CCCC(NC(=O)OC(C)(C)C)C3)c12. Starting materials: COCCC(=O)Nc1c[nH]c2ncc(Br)c(F)c12, CCCCO, CCOC(C)=O, CC(C)(C)OC(=O)NC1CCCNC1. Reaction SMILES: [Br:1][c:2]1[c:3]([F:18])[c:4]2[c:5]([n:6][cH:7]1)[nH:8][cH:9][c:10]2[NH:11][C:12]([CH2:13][CH2:14][O:15][CH3:16])=[O:17].[CH2:33]([OH:34])[CH2:35][CH2:36][CH3:37].[CH3:38][CH2:39][O:40][C:41]([CH3:42])=[O:43].[NH:19]1[CH2:20][CH:21]([NH:25][C:26]([O:27][C:28]([CH3:29])([CH3:30])[CH3:31])=[O:32])[CH2:22][CH2:23][CH2:24]1>>[Br:1][c:2]1[c:3]([N:19]2[CH2:20][CH:21]([NH:25][C:26]([O:27][C:28]([CH3:29])([CH3:30])[CH3:31])=[O:32])[CH2:22][CH2:23][CH2:24]2)[c:4]2[c:5]([n:6][cH:7]1)[nH:8][cH:9][c:10]2[NH:11][C:12]([CH2:13][CH2:14][O:15][CH3:16])=[O:17]. Starting materials: C1CCC2=NCCCN2CC1, CC#N, FC(F)=CCCCCCl, O=C(O)c1ccc(Cl)cc1. Product: O=C(OCCCCC=C(F)F)c1ccc(Cl)cc1. Reaction SMILES: [CH2:11]1[CH2:12][CH2:13][C:14]2=[N:19][CH2:18][CH2:17][CH2:16][N:15]2[CH2:20][CH2:21]1.[CH3:31][C:32]#[N:33].[Cl:22][CH2:23][CH2:24][CH2:25][CH2:26][CH:27]=[C:28]([F:29])[F:30].[OH:1][C:2](=[O:3])[c:4]1[cH:5][cH:6][c:7]([Cl:8])[cH:9][cH:10]1>>[O:1]([C:2](=[O:3])[c:4]1[cH:5][cH:6][c:7]([Cl:8])[cH:9][cH:10]1)[CH2:23][CH2:24][CH2:25][CH2:26][CH:27]=[C:28]([F:29])[F:30]. The reactants are CC1(C)CC(Nc2nccc(-c3ccc(Br)s3)n2)CC(C)(C)N1, C1CCOC1, [Li]CCCC, CN1CCC(=O)CC1. The product is CN1CCC(O)(c2ccc(-c3ccnc(NC4CC(C)(C)NC(C)(C)C4)n3)s2)CC1. RXN SMILES: [Br:1][c:2]1[cH:3][cH:4][c:5](-[c:7]2[n:8][c:9]([NH:13][CH:14]3[CH2:15][C:16]([CH3:22])([CH3:23])[NH:17][C:18]([CH3:20])([CH3:21])[CH2:19]3)[n:10][cH:11][cH:12]2)[s:6]1.[CH2:37]1[O:38][CH2:39][CH2:40][CH2:41]1.[CH3:24][CH2:25][CH2:26][CH2:27][Li:28].[CH3:29][N:30]1[CH2:31][CH2:32][C:33](=[O:36])[CH2:34][CH2:35]1>>[c:2]1([C:33]2([OH:36])[CH2:32][CH2:31][N:30]([CH3:29])[CH2:35][CH2:34]2)[cH:3][cH:4][c:5](-[c:7]2[n:8][c:9]([NH:13][CH:14]3[CH2:15][C:16]([CH3:22])([CH3:23])[NH:17][C:18]([CH3:20])([CH3:21])[CH2:19]3)[n:10][cH:11][cH:12]2)[s:6]1. Procedure: A mixture of 3-methyl-9H-xanthen-9-one (1.62 g, 7.71 mmol), N-bromosuccinic acid imide (1.37 g, 7.71 mmol), benzoyl peroxide (93 mg, 0.39 mmol) and carbon tetrachloride (15 ml) was heated under reflux for 15 hours. The insoluble matter was removed by filtration and the resulting filtrate was concentrated under a reduced pressure to give 3-bromomethyl-9H-xanthen-9-one (2.19 g, 7.57 mmol, 98%) as colorless crystals. As a reaction SMILES: [CH3:1][C:2]1[CH:3]=[CH:4][C:5]2[C:6](=[O:16])[C:7]3[C:12]([O:13][C:14]=2[CH:15]=1)=[CH:11][CH:10]=[CH:9][CH:8]=3.[Br:17]N1C(=O)CCC1=O>C(OOC(=O)C1C=CC=CC=1)(=O)C1C=CC=CC=1.C(Cl)(Cl)(Cl)Cl>[Br:17][CH2:1][C:2]1[CH:3]=[CH:4][C:5]2[C:6](=[O:16])[C:7]3[C:12]([O:13][C:14]=2[CH:15]=1)=[CH:11][CH:10]=[CH:9][CH:8]=3. Run in C(Cl)(Cl)(Cl)Cl (carbon tetrachloride). The yield is 98.2%. Reagents/catalysts: C(C1=CC=CC=C1)(=O)OOC(C1=CC=CC=C1)=O (benzoyl peroxide). Product: BrCC=1C=CC=2C(C3=CC=CC=C3OC2C1)=O (3-bromomethyl-9H-xanthen-9-one). Starting materials: CC=1C=CC=2C(C3=CC=CC=C3OC2C1)=O (3-methyl-9H-xanthen-9-one), BrN1C(CCC1=O)=O (N-bromosuccinic acid imide).